This data is from the Open Reaction Database (ORD), a public repository of structured organic reaction records. The task is: describe an organic reaction: reactants, conditions, products, and yield Reactants: OC1=C(C=O)C=C(C(=C1)O)O (2,4,5-trihydroxybenzaldehyde), C(#N)CC(=O)OCC (ethyl cyanoacetate). The reagents and catalysts are N1CCCCC1 (piperidine), C(C)(=O)O (acetic acid). Run in CN(C)C=O (DMF). Conditions: time 2 hour. The product is C(C)OC(=O)C=1C(OC2=CC(=C(C=C2C1)O)O)=N (6,7-Dihydroxy-2-imino-2H-chromene-3-carboxylic acid ethyl ester). RXN SMILES: [OH:1][C:2]1[CH:9]=[C:8]([OH:10])[C:7]([OH:11])=[CH:6][C:3]=1[CH:4]=O.[C:12]([CH2:14][C:15]([O:17][CH2:18][CH3:19])=[O:16])#[N:13]>CN(C=O)C.N1CCCCC1.C(O)(=O)C>[CH2:18]([O:17][C:15]([C:14]1[C:12](=[NH:13])[O:1][C:2]2[C:3]([CH:4]=1)=[CH:6][C:7]([OH:11])=[C:8]([OH:10])[CH:9]=2)=[O:16])[CH3:19]. Procedure details: To a solution of 2,4,5-trihydroxybenzaldehyde (2.94 g) and ethyl cyanoacetate (1.62 g) in DMF (20 ml) were added 20 drops (Pasteur pipette) of piperidine and eight drops of acetic acid and the solution kept at 80° C. under nitrogen for two hours. The product was filtered and washed with DMF and ethyl ether. Yield: 2.00 g.